Dataset: the Open Reaction Database (ORD), a public repository of structured organic reaction records. Task: describe an organic reaction: reactants, conditions, products, and yield Reactants: O=C1CCC(=O)N1Br, ClC(Cl)(Cl)Cl, COC(=O)c1ccc(C)c(Cl)c1, O=C(OOOC(=O)c1ccccc1)c1ccccc1. Yields the product COC(=O)c1ccc(CBr)c(Cl)c1. RXN SMILES: [Br:13][N:14]1[C:15](=[O:16])[CH2:17][CH2:18][C:19]1=[O:20].[C:40]([Cl:41])([Cl:42])([Cl:43])[Cl:44].[CH3:1][c:2]1[c:3]([Cl:12])[cH:4][c:5]([C:6](=[O:7])[O:8][CH3:9])[cH:10][cH:11]1.[cH:21]1[c:22]([C:23]([O:24][O:25][O:26][C:27](=[O:28])[c:29]2[cH:30][cH:31][cH:32][cH:33][cH:34]2)=[O:35])[cH:36][cH:37][cH:38][cH:39]1>>[CH2:1]([c:2]1[c:3]([Cl:12])[cH:4][c:5]([C:6](=[O:7])[O:8][CH3:9])[cH:10][cH:11]1)[Br:13]. The product is CC(C)(CCc1cccc(-c2ccccc2)c1)N1CCNCC1. RXN SMILES: [Cl:38][CH2:39][Cl:40].[Cl:41][CH2:42][CH2:43][Cl:44].[OH:1][C:2]([C:3]([F:4])([F:5])[F:6])=[O:7].[c:8]1(-[c:32]2[cH:33][cH:34][cH:35][cH:36][cH:37]2)[cH:9][c:10]([CH2:14][CH2:15][C:16]([CH3:17])([CH3:18])[N:19]2[CH2:20][CH2:21][N:22]([C:25]([O:26][C:27]([CH3:28])([CH3:29])[CH3:30])=[O:31])[CH2:23][CH2:24]2)[cH:11][cH:12][cH:13]1>>[c:8]1(-[c:32]2[cH:33][cH:34][cH:35][cH:36][cH:37]2)[cH:9][c:10]([CH2:14][CH2:15][C:16]([CH3:17])([CH3:18])[N:19]2[CH2:20][CH2:21][NH:22][CH2:23][CH2:24]2)[cH:11][cH:12][cH:13]1. Reactants: ClCCl, ClCCCl, O=C(O)C(F)(F)F, CC(C)(C)OC(=O)N1CCN(C(C)(C)CCc2cccc(-c3ccccc3)c2)CC1. Starting materials: Cn1cc(Br)c(CO[Si](C)(C)C(C)(C)C)n1, C1CCOC1, C1CCCCC1, CC(C)[N-]C(C)C, CI, [Cl-], [Li+], [NH4+]. The product is Cc1c(Br)c(CO[Si](C)(C)C(C)(C)C)nn1C. Reaction SMILES: [Br:1][c:2]1[c:3]([CH2:8][O:9][Si:10]([CH3:11])([CH3:12])[C:13]([CH3:14])([CH3:15])[CH3:16])[n:4][n:5]([CH3:7])[cH:6]1.[CH2:17]1[O:18][CH2:19][CH2:20][CH2:21]1.[CH2:30]1[CH2:31][CH2:32][CH2:33][CH2:34][CH2:35]1.[CH3:23][CH:24]([N-:25][CH:26]([CH3:27])[CH3:28])[CH3:29].[CH3:36][I:37].[Cl-:38].[Li+:22].[NH4+:39]>>[Br:1][c:2]1[c:3]([CH2:8][O:9][Si:10]([CH3:11])([CH3:12])[C:13]([CH3:14])([CH3:15])[CH3:16])[n:4][n:5]([CH3:7])[c:6]1[CH3:17]. Starting materials: O=C(c1ncc[nH]1)c1ncc[nH]1, Cc1noc(-c2ccc(-c3ccc(C4(C(=O)O)CC4)cc3)cc2)c1CSCCc1ccccc1, CS(N)(=O)=O, CCN(C(C)C)C(C)C, C1COCCO1. The product is Cc1noc(-c2ccc(-c3ccc(C4(C(=O)NS(C)(=O)=O)CC4)cc3)cc2)c1CSCCc1ccccc1. RXN SMILES: [C:35]([c:36]1[nH:37][cH:38][cH:39][n:40]1)([c:41]1[nH:42][cH:43][cH:44][n:45]1)=[O:46].[CH3:1][c:2]1[n:3][o:4][c:5](-[c:17]2[cH:18][cH:19][c:20](-[c:23]3[cH:24][cH:25][c:26]([C:29]4([C:32](=[O:33])[OH:34])[CH2:30][CH2:31]4)[cH:27][cH:28]3)[cH:21][cH:22]2)[c:6]1[CH2:7][S:8][CH2:9][CH2:10][c:11]1[cH:12][cH:13][cH:14][cH:15][cH:16]1.[CH3:47][S:48](=[O:49])(=[O:50])[NH2:51].[CH:52]([N:53]([CH2:54][CH3:55])[CH:56]([CH3:57])[CH3:58])([CH3:59])[CH3:60].[O:61]1[CH2:62][CH2:63][O:64][CH2:65][CH2:66]1>>[CH3:1][c:2]1[n:3][o:4][c:5](-[c:17]2[cH:18][cH:19][c:20](-[c:23]3[cH:24][cH:25][c:26]([C:29]4([C:32](=[O:34])[NH:51][S:48]([CH3:47])(=[O:49])=[O:50])[CH2:30][CH2:31]4)[cH:27][cH:28]3)[cH:21][cH:22]2)[c:6]1[CH2:7][S:8][CH2:9][CH2:10][c:11]1[cH:12][cH:13][cH:14][cH:15][cH:16]1. Starting materials: O[C@@H]1C(NC2=C(C[C@@H]1C1=CC=C(C=C1)OC)C=C(C=C2)SC)=O ((cis)-1,3,4,5-Tetrahydro-3-hydroxy-7-methylthio-4-(4-methoxyphenyl)-2H-1-benzazepin-2-one), ClC=1C=C(C(=O)OO)C=CC1 (m-chloroperoxybenzoic acid). The solvent is C(C)(=O)OCC (ethyl acetate), C(C)(=O)OCC (ethyl acetate), C(Cl)Cl (methylene chloride). Reaction conditions: time 30 minute. Yields the product O[C@@H]1C(NC2=C(C[C@@H]1C1=CC=C(C=C1)OC)C=C(C=C2)S(=O)C)=O ((cis)-1,3,4,5-tetrahydro-3-hydroxy-7-methylsulfinyl-4-(4-methoxyphenyl)-2H-1-benzazepin-2-one). Yield: 57.1%. As a reaction SMILES: [OH:1][C@H:2]1[C@@H:8]([C:9]2[CH:14]=[CH:13][C:12]([O:15][CH3:16])=[CH:11][CH:10]=2)[CH2:7][C:6]2[CH:17]=[C:18]([S:21][CH3:22])[CH:19]=[CH:20][C:5]=2[NH:4][C:3]1=[O:23].ClC1C=C(C=CC=1)C(OO)=[O:29]>C(Cl)Cl.C(OCC)(=O)C>[OH:1][C@H:2]1[C@@H:8]([C:9]2[CH:10]=[CH:11][C:12]([O:15][CH3:16])=[CH:13][CH:14]=2)[CH2:7][C:6]2[CH:17]=[C:18]([S:21]([CH3:22])=[O:29])[CH:19]=[CH:20][C:5]=2[NH:4][C:3]1=[O:23]. Procedure details: A solution of (cis)-1,3,4,5-Tetrahydro-3-hydroxy-7-methylthio-4-(4-methoxyphenyl)-2H-1-benzazepin-2-one (1.0 g, 3.04 mmol) in dry methylene chloride (30 ml) at 5° C. was treated with m-chloroperoxybenzoic acid (0.615 g, 3.04 mmol). After 30 minutes, the reaction was complete and the reaction mixture was diluted with ethyl acetate, washed with saturated sodium hydrogen carbonate, water, and brine. The organic layer was filtered and concentrated in vacuo to give a solid residue (1.02×g). Triturati...